Task: describe an organic reaction: reactants, conditions, products, and yield. Dataset: the Open Reaction Database (ORD), a public repository of structured organic reaction records As a reaction SMILES: [CH3:1][C:2]1([CH3:11])[CH2:7][C:6](=[O:8])[CH2:5][C:4]([CH3:10])([CH3:9])[NH:3]1.CC(C)(O)[C:14]#[N:15]>>[CH3:1][C:2]1([CH3:11])[CH2:7][C:6]([OH:8])([C:14]#[N:15])[CH2:5][C:4]([CH3:10])([CH3:9])[NH:3]1. Procedure: A solution of 97 g 2,2,6,6-tetramethyl-4-piperidone and 67 g of acetone cyanohydrin were stirred at room temperature for 30 hours to precipitate the desired cyanohydrin. The precipitate was collected, washed with petroleum ether and air dried to yield 70 g (61.4%); mp 129°-132° C. Yields the product CC1(NC(CC(C1)(C#N)O)(C)C)C (2,2,6,6-Tetramethyl-4-hydroxy-4-cyanopiperidine). Reactants: CC1(NC(CC(C1)=O)(C)C)C (2,2,6,6-tetramethyl-4-piperidone), CC(C#N)(O)C (acetone cyanohydrin). Starting materials: Cl.ClCC=1N=C(SC1)C (4-Chloromethyl-2-methyl thiazole hydrochloride), [C-]#N.[K+] (potassium cyanide), O (water). Run in C([O-])(O)=O.[Na+] (sodium bicarbonate), CCOC(=O)C (EtOAc). Product: C(#N)CC=1N=C(SC1)C (4-cyanomethyl-2-methyl thiazole). Yield: 24.1%. Reaction SMILES: Cl.Cl[CH2:3][C:4]1[N:5]=[C:6]([CH3:9])[S:7][CH:8]=1.[C-:10]#[N:11].[K+].O>C(=O)(O)[O-].[Na+].CCOC(C)=O>[C:10]([CH2:3][C:4]1[N:5]=[C:6]([CH3:9])[S:7][CH:8]=1)#[N:11] |f:0.1,2.3,5.6|. Procedure: 4-Chloromethyl-2-methyl thiazole hydrochloride (1 g, 5.4 mmol) was taken up in sodium bicarbonate saturated aqueous solution and extracted with EtOAc, dried (MgSO4), and concentrated in vacuo. The residue was dissolved in 95% ethanol (50 mL) and potassium cyanide (353 mg, 5.4 mmol) followed by water (5 mL) were added to the reaction mixture. The mixture was refluxed for 18 hours and cooled to room temperature. The reaction mixture was taken up in EtOAc and washed with water, dried (MgSO4), and c... Reactants: O.C(=O)(C)C#N (H2O AcCN), COC=1C=CC=C2C(NC(C12)=O)(C)C (7-methoxy-3,3-dimethyl-2,3-dihydro-isoindol-1-one), CI (methyl iodide), [H-].[Na+] (NaH). Run in C1CCOC1 (THF). Yields the product COC=1C=CC=C2C(N(C(C12)=O)C)(C)C (7-methoxy-2,3,3-trimethyl-2,3-dihydro-isoindol-1-one). As a reaction SMILES: [CH3:1][O:2][C:3]1[CH:4]=[CH:5][CH:6]=[C:7]2[C:11]=1[C:10](=[O:12])[NH:9][C:8]2([CH3:14])[CH3:13].[H-].[Na+].CI.O.[C:20](C#N)(C)=O>C1COCC1>[CH3:1][O:2][C:3]1[CH:4]=[CH:5][CH:6]=[C:7]2[C:11]=1[C:10](=[O:12])[N:9]([CH3:20])[C:8]2([CH3:14])[CH3:13] |f:1.2,4.5|. Procedure: 7-methoxy-3,3-dimethyl-2,3-dihydro-isoindol-1-one (3.16 g) is dissolved in THF (50 mL) and NaH (7.88 g) is added batchwise. After 5 min methyl iodide (7.18 mL) is added. After 18 h at 0° C. the reaction mixture is combined with H2O/AcCN as well as Isolute and purified by RP HPLC. Reactants: C1OC=2C=C(C(=O)O)C=C(C2O1)OC (3,4-Methylenedioxy-5-methoxybenzoic acid), S(=O)(Cl)Cl (thionyl chloride). The solvent is C1=CC=CC=C1 (benzene). Yields the product C1OC=2C=C(C(=O)Cl)C=C(C2O1)OC (3,4-methylenedioxy-5-methoxy-benzoyl chloride). RXN SMILES: [CH2:1]1[O:12][C:11]2[C:10]([O:13][CH3:14])=[CH:9][C:5]([C:6](O)=[O:7])=[CH:4][C:3]=2[O:2]1.S(Cl)([Cl:17])=O>C1C=CC=CC=1>[CH2:1]1[O:12][C:11]2[C:10]([O:13][CH3:14])=[CH:9][C:5]([C:6]([Cl:17])=[O:7])=[CH:4][C:3]=2[O:2]1. Procedure: 3,4-Methylenedioxy-5-methoxybenzoic acid (39.23 g, 0.2 mol) was dissolved in dry benzene, thionyl chloride 47.6 g (28.8 ml, 0.4 mol) was added under stirring, the resulting solution was refluxed for 15 hr, then the solvent and excessive thionyl chloride were removed by distillation under reduced pressure to give pure 3,4-methylenedioxy-5-methoxy-benzoyl chloride. Starting materials: NC1=CC=C(C=C1)N (1,4-diaminobenzene), N(=C=S)C1=CC=C(C=C1)S(=O)(=O)N (4-isothiocyanatobenzenesulfonamide). Solvent: C(C)#N (acetonitrile). Conditions: time 3 hour. The product is NC1=CC=C(C=C1)NC(NC1=CC=C(C=C1)S(=O)(=O)N)=S (4-(3-(4-aminophenyl)thioureido)-benzenesulfonamide). As a reaction SMILES: [NH2:1][C:2]1[CH:7]=[CH:6][C:5]([NH2:8])=[CH:4][CH:3]=1.[N:9]([C:12]1[CH:17]=[CH:16][C:15]([S:18]([NH2:21])(=[O:20])=[O:19])=[CH:14][CH:13]=1)=[C:10]=[S:11]>C(#N)C>[NH2:1][C:2]1[CH:7]=[CH:6][C:5]([NH:8][C:10](=[S:11])[NH:9][C:12]2[CH:17]=[CH:16][C:15]([S:18]([NH2:21])(=[O:19])=[O:20])=[CH:14][CH:13]=2)=[CH:4][CH:3]=1. Procedure: To a solution of 1,4-diaminobenzene (0.324 g, 3.0 mmol) in acetonitrile was added 4-isothiocyanatobenzenesulfonamide (0.642 g, 3.0 mmol). The mixture was stirred at room temperature for 3 h. The reaction mixture went clear and a white precipitate formed. The solid was filtered, washed with acetonitrile and dried to afford 4-(3-(4-aminophenyl)thioureido)-benzenesulfonamide as a white sold (0.829 g, 86%). 1H NMR (400 MHz, DMSO) δ 9.65 (s, 2H), 7.71 (d, J=8.8 Hz, 2H), 7.66 (d, J=8.8 Hz, 2H), 7.26 (...